This data is from the Open Reaction Database (ORD), a public repository of structured organic reaction records. The task is: describe an organic reaction: reactants, conditions, products, and yield Reactants: BrCC=1OC2=C(C1)C=C(C=C2)[N+](=O)[O-] (2-bromomethyl-5-nitrobenzofuran), C1(C=2C(C(N1)=O)=CC=CC2)=O.[K] (potassium phthalimide). The reagents and catalysts are C1COCCOCCOCCOCCOCCO1 (18-crown-6). The solvent is C(C)#N (acetonitrile). Yields the product C1(C=2C(C(N1)=O)=CC=CC2)=O (phthalimide). Yield: 108.7%. Reaction SMILES: BrCC1OC2C=CC([N+]([O-])=O)=CC=2C=1.[C:15]1(=[O:25])[NH:19][C:18](=[O:20])[C:17]2=[CH:21][CH:22]=[CH:23][CH:24]=[C:16]12.[K]>C(#N)C.C1OCCOCCOCCOCCOCCOC1>[C:15]1(=[O:25])[NH:19][C:18](=[O:20])[C:17]2=[CH:21][CH:22]=[CH:23][CH:24]=[C:16]12 |f:1.2,^1:25|. Procedure details: A mixture of the above 2-bromomethyl-5-nitrobenzofuran (1.57 g, 6.13 mmol), potassium phthalimide (1.70 g, 9.19 mmol), and 18-crown-6 (0.161 g, 0.61 mmol) was stirred in acetonitrile (15 mL) overnight at room temperature. The solvent was removed by vacuum, and the residue was partitioned between ethyl acetate and brine. The organic phase was washed with 0.1N sodium hydroxide (2×50 mL) then brine (2×50 mL), dried (MgSO4) and concentrated to afford an off-white solid. The crude product was tritura... Starting materials: C[O-].[Na+] (sodium methoxide), SC1=NC(=CC=C1C#N)C (2-mercapto-3-cyano-6-methyl pyridine), ClCC(CS(=O)(=O)C1=CC=C(C=C1)Cl)=O (3-chloro-1-(4-chloro-phenylsulfonyl)-2-propanone). Solvent: O (water), CO (methanol). Product: NC1=C(SC2=NC(=CC=C21)C)C(CS(=O)(=O)C2=CC=C(C=C2)Cl)=O (3-Amino-2-[2-(4-chlorophenylsulfonyl)-acetyl]-6-methyl-thieno[2,3-b]-pyridine). Isolated yield 67.2%. As a reaction SMILES: C[O-].[Na+].[SH:4][C:5]1[C:10]([C:11]#[N:12])=[CH:9][CH:8]=[C:7]([CH3:13])[N:6]=1.Cl[CH2:15][C:16](=[O:28])[CH2:17][S:18]([C:21]1[CH:26]=[CH:25][C:24]([Cl:27])=[CH:23][CH:22]=1)(=[O:20])=[O:19]>CO.O>[NH2:12][C:11]1[C:10]2[C:5](=[N:6][C:7]([CH3:13])=[CH:8][CH:9]=2)[S:4][C:15]=1[C:16](=[O:28])[CH2:17][S:18]([C:21]1[CH:26]=[CH:25][C:24]([Cl:27])=[CH:23][CH:22]=1)(=[O:20])=[O:19] |f:0.1|. Procedure: To a mixture of 5.4 g (0.1 mol) of sodium methoxide and 7.5 g (0.05 mol) of 2-mercapto-3-cyano-6-methyl pyridine in 100 ml methanol was slowly added 13.3 g (0.05 mol) of 3-chloro-1-(4-chloro-phenylsulfonyl)-2-propanone. The reaction mixture was refluxed for 7 hours. It was then cooled, diluted with water and filtered to give 15.5 g of crude product which was crystallized from acetonitrile to give 12.8 g of pure product, m.p. 265°-7° C. Starting materials: CO, COc1ccc(NC(=O)C2CCCCC2)cn1, Cl. The product is O=C(Nc1ccc(O)nc1)C1CCCCC1. Reaction SMILES: [CH3:19][OH:20].[CH3:2][O:3][c:4]1[cH:5][cH:6][c:7]([NH:10][C:11](=[O:12])[CH:13]2[CH2:14][CH2:15][CH2:16][CH2:17][CH2:18]2)[cH:8][n:9]1.[ClH:1]>>[OH:3][c:4]1[cH:5][cH:6][c:7]([NH:10][C:11](=[O:12])[CH:13]2[CH2:14][CH2:15][CH2:16][CH2:17][CH2:18]2)[cH:8][n:9]1. Starting materials: [Cl-].[NH4+] (ammonium chloride), [C-]#N.[Na+] (sodium cyanide), aqueous solution, N (ammonia), resultant mixture, CC(C)(C)C1=CC=C(OCC=O)C=C1 (2-[4-(1,1-dimethylethyl)phenoxy]acetoaldehyde), N (ammonia). The solvent is CO (methanol), O (water). Run at temperature 10 celsius, time 30 minute. Product: NC(C#N)COC1=CC=C(C=C1)C(C)(C)C (2-amino-3-[4-(1,1-dimethylethyl)phenoxy]propionitrile). RXN SMILES: [Cl-].[NH4+:2].[C-:3]#[N:4].[Na+].N.[CH3:7][C:8]([C:11]1[CH:20]=[CH:19][C:14]([O:15][CH2:16][CH:17]=O)=[CH:13][CH:12]=1)([CH3:10])[CH3:9]>CO.O>[NH2:2][CH:17]([CH2:16][O:15][C:14]1[CH:19]=[CH:20][C:11]([C:8]([CH3:10])([CH3:9])[CH3:7])=[CH:12][CH:13]=1)[C:3]#[N:4] |f:0.1,2.3|. Reported procedure: To a mixture of 2.92 g (54.6 mmol.) of ammonium chloride, 2.47 g (50.4 mmol.) of sodium cyanide and 18 ml (296 mmol.) of a 28% aqueous solution of ammonia, there was added dropwise a solution of the wet cake of 2-[4-(1,1-dimethylethyl)phenoxy]acetoaldehyde obtained in Production Example 9 in 8 ml of methanol with stirring at a temperature of 10° C. for 30 minutes. Then the reaction mixture was further stirred at the same temperature for 30 minutes. Then, the reaction mixture was stirred under an... The reactants are CS(=O)(=O)NC1=CC2=C(C(C=CO2)=O)C=C1OC1=CC=CC=C1 (7-Methylsulfonylamino-6-phenoxy-4H-1-benzopyran-4-one), C(C1=CC=CC=C1)(=O)Cl (benzoyl chloride), [Cl-].[Al+3].[Cl-].[Cl-] (aluminum chloride). Yields the product C(C1=CC=CC=C1)(=O)N(S(=O)(=O)C)C1=CC2=C(C(C=CO2)=O)C=C1OC1=CC=CC=C1 (7-(N-benzoyl-N-methylsulfonylamino)-6-phenoxy-4H-1-benzopyran-4-one). As a reaction SMILES: [CH3:1][S:2]([NH:5][C:6]1[C:16]([O:17][C:18]2[CH:23]=[CH:22][CH:21]=[CH:20][CH:19]=2)=[CH:15][C:9]2[C:10](=[O:14])[CH:11]=[CH:12][O:13][C:8]=2[CH:7]=1)(=[O:4])=[O:3].[C:24](Cl)(=[O:31])[C:25]1[CH:30]=[CH:29][CH:28]=[CH:27][CH:26]=1.[Cl-].[Al+3].[Cl-].[Cl-]>>[C:24]([N:5]([C:6]1[C:16]([O:17][C:18]2[CH:23]=[CH:22][CH:21]=[CH:20][CH:19]=2)=[CH:15][C:9]2[C:10](=[O:14])[CH:11]=[CH:12][O:13][C:8]=2[CH:7]=1)[S:2]([CH3:1])(=[O:3])=[O:4])(=[O:31])[C:25]1[CH:30]=[CH:29][CH:28]=[CH:27][CH:26]=1 |f:2.3.4.5|. Reported procedure: 7-Methylsulfonylamino-6-phenoxy-4H-1-benzopyran-4-one was reacted with benzoyl chloride in the presence of aluminum chloride to obtain 7-(N-benzoyl-N-methylsulfonylamino)-6-phenoxy-4H-1-benzopyran-4-one. The reactants are COc1ccc(C)nc1Br, CC#N, ClCCl, [K+], [K+], O, O=S(=O)([O-])OOS(=O)(=O)[O-]. Product: COc1ccc(C=O)nc1Br. As a reaction SMILES: [Br:1][c:2]1[n:3][c:4]([CH3:10])[cH:5][cH:6][c:7]1[O:8][CH3:9].[CH3:26][C:27]#[N:28].[Cl:23][CH2:24][Cl:25].[K+:21].[K+:22].[OH2:29].[S:11](=[O:12])([O:13][O:14][S:15]([O-:16])(=[O:17])=[O:18])([O-:19])=[O:20]>>[Br:1][c:2]1[n:3][c:4]([CH:10]=[O:12])[cH:5][cH:6][c:7]1[O:8][CH3:9]. Reactants: C(C)(=O)Cl (acetyl chloride), C(C(=O)O)(=O)O (oxalic acid), C1(=CC=CC=C1)C=1CCN(CC1)CCCN1C(C2=CC=CC=C2C1O)=O (2-[3-(4-phenyl-1,2,3,6-tetrahydro-1-pyridyl)propyl]-3-hydroxy-1-isoindolinone), [H-].[Na+] (sodium hydride), suspension. Solvent: C(C)C(=O)C (methyl ethyl ketone), C(C)C(=O)C (methyl ethyl ketone), CN(C=O)C (dimethylformamide), CN(C=O)C (dimethylformamide). Run at time 20 hour. Product: C(C(=O)O)(=O)O.C(C)(=O)OC1N(C(C2=CC=CC=C12)=O)CCCN1CCC(=CC1)C1=CC=CC=C1 (3-acetoxy-2-[3-(4-phenyl-1,2,3,6-tetrahydro-1-pyridyl)propyl]-1-isoindolinone oxalate). The yield is 25.9%. Reaction SMILES: [C:1]1([C:7]2[CH2:8][CH2:9][N:10]([CH2:13][CH2:14][CH2:15][N:16]3[CH:24]([OH:25])[C:23]4[C:18](=[CH:19][CH:20]=[CH:21][CH:22]=4)[C:17]3=[O:26])[CH2:11][CH:12]=2)[CH:6]=[CH:5][CH:4]=[CH:3][CH:2]=1.[H-].[Na+].[C:29](Cl)(=[O:31])[CH3:30].[C:33]([OH:38])(=[O:37])[C:34]([OH:36])=[O:35]>CN(C)C=O.C(C(C)=O)C>[C:33]([OH:38])(=[O:37])[C:34]([OH:36])=[O:35].[C:29]([O:26][CH:17]1[C:18]2[C:23](=[CH:22][CH:21]=[CH:20][CH:19]=2)[C:24](=[O:25])[N:16]1[CH2:15][CH2:14][CH2:13][N:10]1[CH2:9][CH:8]=[C:7]([C:1]2[CH:6]=[CH:5][CH:4]=[CH:3][CH:2]=2)[CH2:12][CH2:11]1)(=[O:31])[CH3:30] |f:1.2,7.8|. Procedure details: A solution of 2-[3-(4-phenyl-1,2,3,6-tetrahydro-1-pyridyl)propyl]-3-hydroxy-1-isoindolinone (6 g) in anhydrous dimethylformamide (70 cc) is added to a suspension of sodium hydride (as a 50% suspension in oil) (0.8 g) in anhydrous dimethylformamide (20 cc) at a temperature close to 20° C. in the course of 10 minutes and agitation is continued for 1 and a half hours. Then, 1.4 g of acetyl chloride is added in the course of 10 minutes, and agitation is continued for a further 20 hours. The suspensi... Starting materials: ClC1=CC=C(C=O)C=C1 (4-Chlorobenzaldehyde), C(CCC)[Li] (Butyllithium), CC=1N(C=CN1)C(C1=CC=CC=C1)(C1=CC=CC=C1)C1=CC=CC=C1 (2-methyl-1-trityl-1H-imidazole), CC=1N(C=CN1)C(C1=CC=CC=C1)(C1=CC=CC=C1)C1=CC=CC=C1 (2-methyl-1-trityl-1H-imidazole). Run in C1CCOC1 (THF), C1CCOC1 (THF). Reaction conditions: temperature -78 celsius, time 30 minute. The product is ClC1=CC=C(C=C1)C(CC=1N(C=CN1)C(C1=CC=CC=C1)(C1=CC=CC=C1)C1=CC=CC=C1)O (1-(4-chlorophenyl)-2-(1-trityl-1H-imidazol-2-yl)ethanol). The yield is 63.2%. As a reaction SMILES: C([Li])CCC.[CH3:6][C:7]1[N:8]([C:12]([C:25]2[CH:30]=[CH:29][CH:28]=[CH:27][CH:26]=2)([C:19]2[CH:24]=[CH:23][CH:22]=[CH:21][CH:20]=2)[C:13]2[CH:18]=[CH:17][CH:16]=[CH:15][CH:14]=2)[CH:9]=[CH:10][N:11]=1.[Cl:31][C:32]1[CH:39]=[CH:38][C:35]([CH:36]=[O:37])=[CH:34][CH:33]=1>C1COCC1>[Cl:31][C:32]1[CH:39]=[CH:38][C:35]([CH:36]([OH:37])[CH2:6][C:7]2[N:8]([C:12]([C:13]3[CH:18]=[CH:17][CH:16]=[CH:15][CH:14]=3)([C:19]3[CH:20]=[CH:21][CH:22]=[CH:23][CH:24]=3)[C:25]3[CH:30]=[CH:29][CH:28]=[CH:27][CH:26]=3)[CH:9]=[CH:10][N:11]=2)=[CH:34][CH:33]=1. Reported procedure: Butyllithium (1.6M in hexanes) (4.24 mL, 6.78 mmol) was added dropwise to 2-methyl-1-trityl-1H-imidazole (Intermediate 85) (2.0 g, 6.16 mmol) in THF (30 mL) cooled to −78° C. over a period of 20 minutes under nitrogen. The resulting dark red solution was stirred at −78° C. for 30 minutes then a solution of 4-Chlorobenzaldehyde (0.867 g, 6.16 mmol) in THF (10 mL) added dropwise. The reaction was allowed to warm slowly to 0° C. then quenched with saturated NH4Cl (50 mL) and extracted with TBME (2×...